This data is from the Open Reaction Database (ORD), a public repository of structured organic reaction records. The task is: describe an organic reaction: reactants, conditions, products, and yield The reactants are OCC(C(=O)OC)N(CC1=C(C=C(C=C1)Cl)[N+](=O)[O-])S(=O)(=O)C1=CC=C(C=C1)OC (methyl 3-hydroxy-2-[(4-methoxy-benzenesulfonyl)-(4-chloro-2-nitrobenzyl)amino]propionate), O.O.Cl[Sn]Cl (SnCl2.2H2O), O.O.Cl[Sn]Cl (SnCl2.2H2O). Run in CO (methanol). Conditions: time 1 hour. Product: OCC(C(=O)OC)N(CC1=C(C=C(C=C1)Cl)N)S(=O)(=O)C1=CC=C(C=C1)OC (Methyl 3-Hydroxy-2-[(4-methoxybenzenesulfonyl)-(4-chloro-2-aminobenzyl)amino]propionate). Yield: 97.9%. As a reaction SMILES: [OH:1][CH2:2][CH:3]([N:8]([S:20]([C:23]1[CH:28]=[CH:27][C:26]([O:29][CH3:30])=[CH:25][CH:24]=1)(=[O:22])=[O:21])[CH2:9][C:10]1[CH:15]=[CH:14][C:13]([Cl:16])=[CH:12][C:11]=1[N+:17]([O-])=O)[C:4]([O:6][CH3:7])=[O:5].O.O.Cl[Sn]Cl>CO>[OH:1][CH2:2][CH:3]([N:8]([S:20]([C:23]1[CH:24]=[CH:25][C:26]([O:29][CH3:30])=[CH:27][CH:28]=1)(=[O:22])=[O:21])[CH2:9][C:10]1[CH:15]=[CH:14][C:13]([Cl:16])=[CH:12][C:11]=1[NH2:17])[C:4]([O:6][CH3:7])=[O:5] |f:1.2.3|. Procedure details: A mixture of 0.454 g (1 mmol) of methyl 3-hydroxy-2-[(4-methoxy-benzenesulfonyl)-(4-chloro-2-nitrobenzyl)amino]propionate and 0.451 g (2 mmol) of SnCl2.2H2O in 12 ml of methanol was refluxed for 2 hours. An additional 0.451 g (2 mmol) of SnCl2.2H2O was added and the mixture refluxed for 2 hours. The solvent was removed and ethyl acetate added. The mixture was neutralized with 1 N NaHCO3 and then stirred for 1 hour and filtered. The ethyl acetate layer was separated and washed with H2O, brine and... The reactants are BrC(C(=O)OC)C1=CC=CC=C1 ((RS) methyl 2-bromo-2-phenylacetate), N1N=CN=C1 (1,2,4-triazole), C([O-])([O-])=O.[K+].[K+] (potassium carbonate). Yields the product C1(=CC=CC=C1)C(C(=O)OC)N1N=CN=C1 ((RS) Methyl 2-phenyl-2-(1H-1,2,4-triazol-1-yl)acetate). Yield: 43.0%. RXN SMILES: Br[CH:2]([C:7]1[CH:12]=[CH:11][CH:10]=[CH:9][CH:8]=1)[C:3]([O:5][CH3:6])=[O:4].[NH:13]1[CH:17]=[N:16][CH:15]=[N:14]1.C(=O)([O-])[O-].[K+].[K+]>>[C:7]1([CH:2]([N:13]2[CH:17]=[N:16][CH:15]=[N:14]2)[C:3]([O:5][CH3:6])=[O:4])[CH:12]=[CH:11][CH:10]=[CH:9][CH:8]=1 |f:2.3.4|. Reported procedure: A mixture of (RS) methyl 2-bromo-2-phenylacetate (25 g), 1,2,4-triazole (8.28 g) and potassium carbonate (16.5 g) in aetonitrile (200 ml) was refluxed for 3 hours, cooled evaporated under reduced pressure and the residue partitioned between ethyl acetate and 10% potassium carbonate solution. The organic extracts were washed with water, extracted twice with 2M hydrochloric acid and the combined acid extracts, after washing once with ether, were basified with solid potassium carbonate and extracte... The reactants are [OH-].[Na+] (Sodium hydroxide), C1=CC=CC=2OCC3=C(C(C21)=CCCOC2=CC=C(C=C2)CC(C(=O)OCC)OCC)C=CC=C3 (ethyl 3-{4-[3-(6H-dibenzo[b,e]oxepin-11-ylidene)-propoxy]-phenyl}2-ethoxy-propionate). Solvent: C(C)O (ethanol). Reaction conditions: time 78 hour. Product: C1=CC=CC=2OCC3=C(C(C21)=CCCOC2=CC=C(C=C2)CC(C(=O)O)OCC)C=CC=C3 (3-{4-[3-(6H-Dibenzo[b,e]oxepin-11-ylidene)-propoxy]-phenyl}-2-ethoxy-propionic acid). As a reaction SMILES: [OH-].[Na+].[CH:3]1[C:13]2[C:12](=[CH:14][CH2:15][CH2:16][O:17][C:18]3[CH:23]=[CH:22][C:21]([CH2:24][CH:25]([O:31][CH2:32][CH3:33])[C:26]([O:28]CC)=[O:27])=[CH:20][CH:19]=3)[C:11]3[CH:34]=[CH:35][CH:36]=[CH:37][C:10]=3[CH2:9][O:8][C:7]=2[CH:6]=[CH:5][CH:4]=1>C(O)C>[CH:3]1[C:13]2[C:12](=[CH:14][CH2:15][CH2:16][O:17][C:18]3[CH:23]=[CH:22][C:21]([CH2:24][CH:25]([O:31][CH2:32][CH3:33])[C:26]([OH:28])=[O:27])=[CH:20][CH:19]=3)[C:11]3[CH:34]=[CH:35][CH:36]=[CH:37][C:10]=3[CH2:9][O:8][C:7]=2[CH:6]=[CH:5][CH:4]=1 |f:0.1|. Reported procedure: Sodium hydroxide (1M, 2.5 ml, 2.5 mmol) was added to a solution of a 4:1 E/Z double-bond isomer mixture of ethyl 3-{4-[3-(6H-dibenzo[b,e]oxepin-11-ylidene)-propoxy]-phenyl}2-ethoxy-propionate (0.24 g, 0.51 mmol) in ethanol (5 ml) and the mixture stirred at room temperature for 78 h. The resulting mixture was partitioned between 1N hydrochloric acid (20 ml) and dichloromethane (20 ml), and the organic phase collected. The aqueous phase was further extracted with dichloromethane (3×20 ml) and the ... Reactants: NCC(O)c1cccc(Cl)c1, CC(=O)COc1ccc(CC2SC(=O)NC2=O)cc1, O, c1ccccc1. Yields the product CC(COc1ccc(CC2SC(=O)NC2=O)cc1)NCC(O)c1cccc(Cl)c1. Reaction SMILES: [NH2:1][CH2:2][CH:3]([OH:4])[c:5]1[cH:6][c:7]([Cl:11])[cH:8][cH:9][cH:10]1.[O:12]=[C:13]([CH2:14][O:15][c:16]1[cH:17][cH:18][c:19]([CH2:20][CH:21]2[C:22](=[O:27])[NH:23][C:24](=[O:26])[S:25]2)[cH:28][cH:29]1)[CH3:30].[OH2:31].[cH:32]1[cH:33][cH:34][cH:35][cH:36][cH:37]1>>[NH:1]([CH2:2][CH:3]([OH:4])[c:5]1[cH:6][c:7]([Cl:11])[cH:8][cH:9][cH:10]1)[CH:13]([CH2:14][O:15][c:16]1[cH:17][cH:18][c:19]([CH2:20][CH:21]2[C:22](=[O:27])[NH:23][C:24](=[O:26])[S:25]2)[cH:28][cH:29]1)[CH3:30]. Starting materials: [Cl-].[Li+] (lithium chloride), COC1=C2C(N(C=NC2=CC(=C1)OC)C1=CC=C(C=C1)OC)=O (5,7-dimethoxy-3-(4-methoxyphenyl)-4(3H)-quinazolinone), O (water), Cl (HCl), trimethoxy. Run in CC(=O)N(C)C (dimethylacetamide). Conditions: temperature 135 celsius, time 2.5 hour. The product is OC1=C2C(N(C=NC2=CC(=C1)OC)C1=CC=C(C=C1)OC)=O (5-hydroxy-7-methoxy-3-(4-methoxyphenyl)-4(3H)-quinazolinone). Yield: 48.0%. As a reaction SMILES: C[O:2][C:3]1[CH:12]=[C:11]([O:13][CH3:14])[CH:10]=[C:9]2[C:4]=1[C:5](=[O:23])[N:6]([C:15]1[CH:20]=[CH:19][C:18]([O:21][CH3:22])=[CH:17][CH:16]=1)[CH:7]=[N:8]2.[Cl-].[Li+].O.Cl>CC(N(C)C)=O>[OH:2][C:3]1[CH:12]=[C:11]([O:13][CH3:14])[CH:10]=[C:9]2[C:4]=1[C:5](=[O:23])[N:6]([C:15]1[CH:20]=[CH:19][C:18]([O:21][CH3:22])=[CH:17][CH:16]=1)[CH:7]=[N:8]2 |f:1.2|. Procedure: A suspension of 5,7-dimethoxy-3-(4-methoxyphenyl)-4(3H)-quinazolinone (2.40 g, 7.68 mmol), as prepared in Example 18 or 19 and anhydrous lithium chloride (6.51 g, 153.6 mmol) in anhydrous dimethylacetamide (51.2 mL) was warmed to 135° C. After 3 to 5 min the trimethoxy compound goes into solution, then after approximately 10 min a voluminous precipitate formed. The precipitate redissolved after 20 min and the resulting solution was stirred at 135° C. for an additional 2.5 h. Upon cooling to room... Solvent: O (water). Procedure: 2-Phenylamino-N-(2-methyl-4-sulphamoylphenyl)-acetamide (16 g) was dissolved in ethano, (320 ml) and paraformaldehyde (1.9 g) in water (640 ml) added. The mixture was refluxed 11/2 hr, cooled and filtered. The residue was crystallised from DMF/water to yield 16 g, m.p. 206°-210°. The reactants are C1(=CC=CC=C1)NCC(=O)NC1=C(C=C(C=C1)S(N)(=O)=O)C (2-Phenylamino-N-(2-methyl-4-sulphamoylphenyl)-acetamide), C=O (paraformaldehyde). Product: C1(=CC=CC=C1)N1CN(C(C1)=O)C1=C(C=C(C=C1)S(N)(=O)=O)C (1-Phenyl-3-(2-methyl-4-sulphamoylphenyl)-imidazolidin-4-one). RXN SMILES: [C:1]1([NH:7][CH2:8][C:9]([NH:11][C:12]2[CH:17]=[CH:16][C:15]([S:18](=[O:21])(=[O:20])[NH2:19])=[CH:14][C:13]=2[CH3:22])=[O:10])[CH:6]=[CH:5][CH:4]=[CH:3][CH:2]=1.[CH2:23]=O>O>[C:1]1([N:7]2[CH2:8][C:9](=[O:10])[N:11]([C:12]3[CH:17]=[CH:16][C:15]([S:18](=[O:21])(=[O:20])[NH2:19])=[CH:14][C:13]=3[CH3:22])[CH2:23]2)[CH:2]=[CH:3][CH:4]=[CH:5][CH:6]=1. Reactants: C1(=CC=CC=C1)C(C1=CC=CC=C1)=NC1=CC=CC(=N1)CC(=O)O.NC1=CC=CC(=N1)CC(=O)OC (methyl (6-aminopyridin-2-yl)acetate {6-[(diphenylmethylidene)amino]pyridin-2-yl}acetate), Cl (hydrochloric acid). Run in C1CCOC1.O (THF water). Reaction conditions: time 30 minute. Yields the product NC1=CC=CC(=N1)CC(=O)OC (methyl (6-aminopyridin-2-yl)acetate). As a reaction SMILES: C1(C(=NC2N=C(CC(O)=O)C=CC=2)C2C=CC=CC=2)C=CC=CC=1.[NH2:25][C:26]1[N:31]=[C:30]([CH2:32][C:33]([O:35][CH3:36])=[O:34])[CH:29]=[CH:28][CH:27]=1.Cl>C1COCC1.O>[NH2:25][C:26]1[N:31]=[C:30]([CH2:32][C:33]([O:35][CH3:36])=[O:34])[CH:29]=[CH:28][CH:27]=1 |f:0.1,3.4|. Procedure details: methyl (6-aminopyridin-2-yl)acetate {6-[(diphenylmethylidene)amino]pyridin-2-yl}acetate (13 g, 3.93 mmol) was dissolved in 1:1 mixture of THF/water (20 mL) and treated with 4.5 mL of a 1N aqueous hydrochloric acid solution. The reaction was allowed to stir at ambient temperature for 30 minutes and then concentrated in vacuo. The crude residue was dissolved in DCM and washed with a saturated aqueous sodium bicarbonate solution. The organic layers were dried over sodium sulfate, filtered and conce... Reactants: C1CCOC1, COC(=O)c1cc2cnn(-c3ccc(F)cc3)c2cc1C(C)C. Yields the product CC(C)c1cc2c(cnn2-c2ccc(F)cc2)cc1CO. As a reaction SMILES: [CH2:24]1[O:25][CH2:26][CH2:27][CH2:28]1.[F:1][c:2]1[cH:3][cH:4][c:5](-[n:8]2[n:9][cH:10][c:11]3[cH:12][c:13]([C:20](=[O:21])[O:22][CH3:23])[c:14]([CH:17]([CH3:18])[CH3:19])[cH:15][c:16]23)[cH:6][cH:7]1>>[F:1][c:2]1[cH:3][cH:4][c:5](-[n:8]2[n:9][cH:10][c:11]3[cH:12][c:13]([CH2:20][OH:21])[c:14]([CH:17]([CH3:18])[CH3:19])[cH:15][c:16]23)[cH:6][cH:7]1. Starting materials: CC(C(=O)OCC)(CC1CCOCC1)C1=NC=C(C=C1)SC (ethyl 2-methyl-2-[5-(methylsulfanyl)pyridin-2-yl]-3-(tetrahydro-2H-pyran-4-yl)propanoate), Cl.CONC (N-methoxymethanamine hydrochloride), C[Al](C)C (trimethylaluminum), C(O)([O-])=O.[Na+] (sodium hydrogen carbonate), [C@@H]([C@H](C(=O)[O-])O)(C(=O)[O-])O.[Na+].[K+] (Rochelle salt). Run in C1(=CC=CC=C1)C (toluene), C1(=CC=CC=C1)C (toluene). Reaction conditions: time 1.5 hour. Product: CON(C(C(CC1CCOCC1)(C1=NC=C(C=C1)SC)C)=O)C (N-methoxy-N,2-dimethyl-2-[5-(methylsulfanyl)pyridin-2-yl]-3-(tetrahydro-2H-pyran-4-yl)propanamide). The yield is 34.5%. As a reaction SMILES: Cl.[CH3:2][O:3][NH:4][CH3:5].C[Al](C)C.[CH3:10][C:11]([C:24]1[CH:29]=[CH:28][C:27]([S:30][CH3:31])=[CH:26][N:25]=1)([CH2:17][CH:18]1[CH2:23][CH2:22][O:21][CH2:20][CH2:19]1)[C:12]([O:14]CC)=O.C(=O)([O-])O.[Na+].[C@H](O)(C([O-])=O)[C@@H](O)C([O-])=O.[Na+].[K+]>C1(C)C=CC=CC=1>[CH3:2][O:3][N:4]([CH3:5])[C:12](=[O:14])[C:11]([CH3:10])([C:24]1[CH:29]=[CH:28][C:27]([S:30][CH3:31])=[CH:26][N:25]=1)[CH2:17][CH:18]1[CH2:19][CH2:20][O:21][CH2:22][CH2:23]1 |f:0.1,4.5,6.7.8|. Procedure: A solution of N-methoxymethanamine hydrochloride (1.00 g) in toluene (10 mL) was cooled to 0° C., and trimethylaluminum (1.4M hexane solution, 7.36 mL) was added dropwise thereto. The reaction mixture was stirred at room temperature for 1.5 hr, and a solution (10 mL) of ethyl 2-methyl-2-[5-(methylsulfanyl)pyridin-2-yl]-3-(tetrahydro-2H-pyran-4-yl)propanoate (1.11 g) in toluene was added dropwise thereto. The reaction mixture was stirred at room temperature for 24 hr, saturated aqueous sodium hyd...